Dataset: the Open Reaction Database (ORD), a public repository of structured organic reaction records. Task: describe an organic reaction: reactants, conditions, products, and yield Starting materials: CCOC(=O)c1ccc2c(c1)nc(-c1ccc3nc(C(=O)NCc4ccc(Cl)cc4)ccc3c1)n2C1CCCCC1, Clc1ccc(NC2CCCCC2)cc1. Product: CCOC(=O)c1ccc2c(c1)nc(-c1ccc3nc(C(=O)N(c4ccc(Cl)cc4)C4CCCCC4)ccc3c1)n2C1CCCCC1. As a reaction SMILES: [CH2:1]([CH3:2])[O:3][C:4](=[O:5])[c:6]1[cH:7][c:8]2[c:9]([n:10]([CH:34]3[CH2:35][CH2:36][CH2:37][CH2:38][CH2:39]3)[c:11](-[c:13]3[cH:14][c:15]4[cH:16][cH:17][c:18]([C:23]([NH:24][CH2:25][c:26]5[cH:27][cH:28][c:29]([Cl:30])[cH:31][cH:32]5)=[O:33])[n:19][c:20]4[cH:21][cH:22]3)[n:12]2)[cH:40][cH:41]1.[Cl:42][c:43]1[cH:44][cH:45][c:46]([NH:49][CH:50]2[CH2:51][CH2:52][CH2:53][CH2:54][CH2:55]2)[cH:47][cH:48]1>>[CH2:1]([CH3:2])[O:3][C:4](=[O:5])[c:6]1[cH:7][c:8]2[c:9]([n:10]([CH:34]3[CH2:35][CH2:36][CH2:37][CH2:38][CH2:39]3)[c:11](-[c:13]3[cH:14][c:15]4[cH:16][cH:17][c:18]([C:23](=[O:33])[N:49]([c:46]5[cH:45][cH:44][c:43]([Cl:42])[cH:48][cH:47]5)[CH:50]5[CH2:51][CH2:52][CH2:53][CH2:54][CH2:55]5)[n:19][c:20]4[cH:21][cH:22]3)[n:12]2)[cH:40][cH:41]1. The solvent is C(Cl)Cl (DCM), C(Cl)Cl (DCM). RXN SMILES: [Cl:1][C:2]1[CH:29]=[CH:28][C:5]2[N:6]([CH:23]3[CH2:27][CH2:26][NH:25][CH2:24]3)[C:7]([CH2:9][N:10]3[C:14]4=[CH:15][N:16]=[CH:17][CH:18]=[C:13]4[C:12]([S:19]([CH3:22])(=[O:21])=[O:20])=[N:11]3)=[N:8][C:4]=2[CH:3]=1.[C:30](OC(=O)C)(=[O:32])[CH3:31].O>C(Cl)Cl.CN(C1C=CN=CC=1)C>[Cl:1][C:2]1[CH:29]=[CH:28][C:5]2[N:6]([CH:23]3[CH2:27][CH2:26][N:25]([C:30](=[O:32])[CH3:31])[CH2:24]3)[C:7]([CH2:9][N:10]3[C:14]4=[CH:15][N:16]=[CH:17][CH:18]=[C:13]4[C:12]([S:19]([CH3:22])(=[O:20])=[O:21])=[N:11]3)=[N:8][C:4]=2[CH:3]=1. Yield: 50.0%. The reagents and catalysts are CN(C)C=1C=CN=CC1 (DMAP). Product: ClC1=CC2=C(N(C(=N2)CN2N=C(C=3C2=CN=CC3)S(=O)(=O)C)C3CN(CC3)C(C)=O)C=C1 (1-[3-(5-Chloro-2-{[3-(methylsulfonyl)-1H-pyrazolo[3,4-c]pyridin-1-yl]methyl}-1H-benzimidazol-1-yl)pyrrolidin-1-yl]ethanone). The reactants are ClC1=CC2=C(N(C(=N2)CN2N=C(C=3C2=CN=CC3)S(=O)(=O)C)C3CNCC3)C=C1 (1-{[5-chloro-1-(pyrrolidin-3-yl)-1H-benzimidazol-2-yl]methyl}-3-(methylsulfonyl)-1H-pyrazolo[3,4-c]pyridine), C(C)(=O)OC(C)=O (acetic anhydride), O (water). Reported procedure: To a solution of 1-{[5-chloro-1-(pyrrolidin-3-yl)-1H-benzimidazol-2-yl]methyl}-3-(methylsulfonyl)-1H-pyrazolo[3,4-c]pyridine (30 mg, 0.07 mmol), acetic anhydride (0.1 mL) in 8 mL of DCM was added DMAP (3 mg, 0.025 mmol). The mixture was stirred for 1 h. Then 20 mL of DCM and then 10 mL of water was added. The organic phase was washed with water, NaHCO3 and dried over anhydrous Na2SO4. The solvent was evaporated to give the residue which purified by preparative-HPLC to afford the title compound (... Run at time 1 hour. Starting materials: ClC1=C(C=NC2=CC=C(N=C12)OCCCN1CCOCC1)C#N (4-chloro-6-(3-morpholin-4-yl-propoxy)-[1.5]naphthyridine-3-carbonitrile), NC1=CC=C(C(=C1)O)C (5-amino cresol), Cl.N1=CC=CC=C1 (pyridine HCl salt). Solvent: C(C)OC(C)O (ethoxyethanol). Product: OC=1C=C(C=CC1C)NC1=C(C=NC2=CC=C(N=C12)OCCCN1CCOCC1)C#N (4-(3-Hydroxy-4-methyl-phenylamino)-6-(3-morpholin-4-yl-propoxy)-[1.5]naphthyridine-3-carbonitrile). Reaction SMILES: Cl[C:2]1[C:11]2[C:6](=[CH:7][CH:8]=[C:9]([O:12][CH2:13][CH2:14][CH2:15][N:16]3[CH2:21][CH2:20][O:19][CH2:18][CH2:17]3)[N:10]=2)[N:5]=[CH:4][C:3]=1[C:22]#[N:23].[NH2:24][C:25]1[CH:30]=[C:29]([OH:31])[C:28]([CH3:32])=[CH:27][CH:26]=1.Cl.N1C=CC=CC=1>C(OC(O)C)C>[OH:31][C:29]1[CH:30]=[C:25]([NH:24][C:2]2[C:11]3[C:6](=[CH:7][CH:8]=[C:9]([O:12][CH2:13][CH2:14][CH2:15][N:16]4[CH2:21][CH2:20][O:19][CH2:18][CH2:17]4)[N:10]=3)[N:5]=[CH:4][C:3]=2[C:22]#[N:23])[CH:26]=[CH:27][C:28]=1[CH3:32] |f:2.3|. Reported procedure: A mixture of 4-chloro-6-(3-morpholin-4-yl-propoxy)-[1.5]naphthyridine-3-carbonitrile (400 mg, 1.202 mmol), 5-amino cresol (222 mg, 1.8 mmol) and pyridine HCl salt (208 mg, 1.8 mmol) in ethoxyethanol (20 ml) was heated at reflux for 6 hrs under argon. After cooling, the solvent was removed by rotary evaporation. The residue was dissolved in ethyl acetate and treated with sat NaHCO3. The ethyl acetate layer was separated and the aqueous layer was extracted with ethyl acetate. The combined extracts... Reactants: COC1=CC=C(C2=C1N=C(N2)COC)C(=O)OC (methyl 7-methoxy-2-methoxymethyl-3H-benzimidazole-4-carboxylate), [OH-].[Na+] (sodium hydroxide). Run in CO (methanol). Run at temperature 50 celsius, time 6 hour. Product: COC1=CC=C(C2=C1N=C(N2)COC)C(=O)O (7-Methoxy-2-methoxymethyl-3H-benzimidazole-4-carboxylic acid). Yield: 96.1%. As a reaction SMILES: [CH3:1][O:2][C:3]1[C:8]2[N:9]=[C:10]([CH2:12][O:13][CH3:14])[NH:11][C:7]=2[C:6]([C:15]([O:17]C)=[O:16])=[CH:5][CH:4]=1.[OH-].[Na+]>CO>[CH3:1][O:2][C:3]1[C:8]2[N:9]=[C:10]([CH2:12][O:13][CH3:14])[NH:11][C:7]=2[C:6]([C:15]([OH:17])=[O:16])=[CH:5][CH:4]=1 |f:1.2|. Reported procedure: A solution of methyl 7-methoxy-2-methoxymethyl-3H-benzimidazole-4-carboxylate [12.12 g, Reference Example 3(a)] in methanol (100 ml) was treated with 2M sodium hydroxide (48 ml). The resulting mixture was heated to 50° C. then stirred at this temperature for 6 hours. The reaction mixture was concentrated to half its original volume then treated with 1M hydrochloric acid (98 ml). The solution was cooled in an icebath and the resulting solid filtered then dried under high vacuum overnight to give ... Reactants: O (water), C([O-])([O-])=O.[K+].[K+] (potassium carbonate), S(=O)(=O)(OC)OC (dimethyl sulfate), C(#N)C1=CC(=C(C(=O)O)C=C1)F (4-cyano-2-fluorobenzoic acid). Solvent: CC(=O)C (acetone). The product is C(#N)C1=CC(=C(C(=O)OC)C=C1)F (Methyl 4-cyano-2-fluorobenzoate). Reaction SMILES: [C:1]([C:3]1[CH:11]=[CH:10][C:6]([C:7]([OH:9])=[O:8])=[C:5]([F:12])[CH:4]=1)#[N:2].[C:13](=O)([O-])[O-].[K+].[K+].S(OC)(OC)(=O)=O.O>CC(C)=O>[C:1]([C:3]1[CH:11]=[CH:10][C:6]([C:7]([O:9][CH3:13])=[O:8])=[C:5]([F:12])[CH:4]=1)#[N:2] |f:1.2.3|. Procedure: 13.20 g (79.9 mmol) of 4-cyano-2-fluorobenzoic acid are dissolved in 300 ml of acetone. Then 22.10 g (159.9 mmol) of potassium carbonate and 9.08 ml (95.9 mmol) of dimethyl sulfate are successively added. The mixture is stirred at reflux temperature for 20 h. The reaction mixture is then mixed with 300 ml of water and the acetone is removed in a rotary evaporator. Several extractions with dichloromethane are carried out. The combined organic phases are washed with saturated sodium chloride solut... The reactants are CCOC(=O)C(=O)CC1CC1, ClC(Cl)(Cl)Cl, O=C1CCC(=O)N1Br. Yields the product CCOC(=O)C(=O)C(Br)C1CC1. RXN SMILES: [CH:1]1([CH2:4][C:5]([C:6](=[O:7])[O:8][CH2:9][CH3:10])=[O:11])[CH2:2][CH2:3]1.[Cl:20][C:21]([Cl:22])([Cl:23])[Cl:24].[O:12]=[C:13]1[N:14]([Br:19])[C:15](=[O:16])[CH2:17][CH2:18]1>>[CH:1]1([CH:4]([C:5]([C:6](=[O:7])[O:8][CH2:9][CH3:10])=[O:11])[Br:19])[CH2:2][CH2:3]1. The reactants are ClC1=C(C(=CC=C1)Cl)Cl (1,2,3-trichlorobenzene), [N+](=O)(O)[O-] (nitric acid). The product is ClC1=C(C=CC(=C1Cl)Cl)[N+](=O)[O-] (2,3,4-trichloronitrobenzene). RXN SMILES: [Cl:1][C:2]1[CH:7]=[CH:6][CH:5]=[C:4]([Cl:8])[C:3]=1[Cl:9].[N+:10]([O-])([OH:12])=[O:11]>>[Cl:1][C:2]1[C:3]([Cl:9])=[C:4]([Cl:8])[CH:5]=[CH:6][C:7]=1[N+:10]([O-:12])=[O:11]. Procedure: the reaction of 1,2,3-trichlorobenzene with a nitration reagent, in particular nitric acid, to give 2,3,4-trichloronitrobenzene (A), The reactants are O=C(n1ccnc1)n1ccnc1, CCCCCCC(C(=O)OCC)n1cnc(N)c1, CN(C)C=O, O=C(O)C(O)(c1ccccc1)c1ccccc1. The product is CCCCCCC(C(=O)OCC)n1cnc(NC(=O)C(O)(c2ccccc2)c2ccccc2)c1. RXN SMILES: [C:18]([n:19]1[cH:20][cH:21][n:22][cH:23]1)([n:24]1[cH:25][cH:26][n:27][cH:28]1)=[O:29].[CH2:30]([CH3:31])[O:32][C:33]([CH:34]([n:35]1[cH:36][n:37][c:38]([NH2:40])[cH:39]1)[CH2:41][CH2:42][CH2:43][CH2:44][CH2:45][CH3:46])=[O:47].[O:48]=[CH:49][N:50]([CH3:51])[CH3:52].[OH:1][C:2](=[O:3])[C:4]([OH:5])([c:6]1[cH:7][cH:8][cH:9][cH:10][cH:11]1)[c:12]1[cH:13][cH:14][cH:15][cH:16][cH:17]1>>[C:2](=[O:3])([C:4]([OH:5])([c:6]1[cH:7][cH:8][cH:9][cH:10][cH:11]1)[c:12]1[cH:13][cH:14][cH:15][cH:16][cH:17]1)[NH:40][c:38]1[n:37][cH:36][n:35]([CH:34]([C:33]([O:32][CH2:30][CH3:31])=[O:47])[CH2:41][CH2:42][CH2:43][CH2:44][CH2:45][CH3:46])[cH:39]1. Product: ClC#Cc1ccccc1. As a reaction SMILES: [C:15]([Cl:16])([Cl:17])([Cl:18])[Cl:19].[C:9](=[O:10])([O-:11])[O-:12].[CH2:22]([N+:23]([CH2:24][CH2:25][CH2:26][CH3:27])([CH2:28][CH2:29][CH2:30][CH3:31])[CH2:32][CH2:33][CH2:34][CH3:35])[CH2:36][CH2:37][CH3:38].[Cl-:21].[Cs+:13].[Cs+:14].[OH2:20].[c:1]1([C:7]#[CH:8])[cH:2][cH:3][cH:4][cH:5][cH:6]1>>[c:1]1([C:7]#[C:8][Cl:16])[cH:2][cH:3][cH:4][cH:5][cH:6]1. The reactants are ClC(Cl)(Cl)Cl, O=C([O-])[O-], CCCC[N+](CCCC)(CCCC)CCCC, [Cl-], [Cs+], [Cs+], O, C#Cc1ccccc1.